From a dataset of the Open Reaction Database (ORD), a public repository of structured organic reaction records. describe an organic reaction: reactants, conditions, products, and yield Starting materials: C(C)N(CCNC(=O)C1=C(NC(=C1C)C=O)C)CC (5-Formyl-2,4-dimethyl-1H-pyrrole-3-carboxylic acid (2-diethylaminoethyl)-amide), N1CCCC1 (pyrrolidine), FC=1C=C2CC(NC2=CC1)=O (5-Fluoro-2-oxindole), C1=CC=CC=C1 (benzene). Solvent: aromatic hydrocarbon, C1(=CC=CC=C1)C (toluene). Yields the product CCN(CC)CCNC(=O)C1=C(NC(=C1C)/C=C\2/C3=C(C=CC(=C3)F)NC2=O)C (Sunitinib base). As a reaction SMILES: [CH2:1]([N:3]([CH2:18][CH3:19])[CH2:4][CH2:5][NH:6][C:7]([C:9]1[C:13]([CH3:14])=[C:12]([CH:15]=O)[NH:11][C:10]=1[CH3:17])=[O:8])[CH3:2].[F:20][C:21]1[CH:22]=[C:23]2[C:27](=[CH:28][CH:29]=1)[NH:26][C:25](=[O:30])[CH2:24]2.C1C=CC=CC=1.N1CCCC1>C1(C)C=CC=CC=1>[CH3:2][CH2:1][N:3]([CH2:4][CH2:5][NH:6][C:7]([C:9]1[C:13]([CH3:14])=[C:12](/[CH:15]=[C:24]2/[C:23]3[CH:22]=[C:21]([F:20])[CH:29]=[CH:28][C:27]=3[NH:26][C:25]/2=[O:30])[NH:11][C:10]=1[CH3:17])=[O:8])[CH2:18][CH3:19]. Reported procedure: Accordingly, the present invention provides the crystalline Form-C obtained in non-polar alicyclic hydrocarbon solvent like cyclopentane, cyclohexane or cycloheptane. According to the process of the present invention, 5-Formyl-2,4-dimethyl-1H-pyrrole-3-carboxylic acid (2-diethylaminoethyl)-amide (IX) and 5-Fluoro-1,3-dihydro-indol-2-one (X) in aromatic hydrocarbon solvents like benzene or toluene are reacted in presence of catalytic amount of pyrrolidine as base at 80-85° C. for 3-9 hours. The r...